This data is from the Open Reaction Database (ORD), a public repository of structured organic reaction records. The task is: describe an organic reaction: reactants, conditions, products, and yield Starting materials: CN(C1=CC(=C(C=C1F)[N+](=O)[O-])F)C (4-dimethylamino-2,5-difluoronitrobenzene), C[O-].[Na+] (sodium methoxide). Product: CN(C1=CC(=C(C=C1F)[N+](=O)[O-])OC)C (4-dimethylamino-5-fluoro-2-methoxynitrobenzene). As a reaction SMILES: [CH3:1][N:2]([CH3:14])[C:3]1[C:8]([F:9])=[CH:7][C:6]([N+:10]([O-:12])=[O:11])=[C:5](F)[CH:4]=1.[CH3:15][O-:16].[Na+]>>[CH3:1][N:2]([CH3:14])[C:3]1[C:8]([F:9])=[CH:7][C:6]([N+:10]([O-:12])=[O:11])=[C:5]([O:16][CH3:15])[CH:4]=1 |f:1.2|. Procedure: 2.0 g (10 mmol) of 4-dimethylamino-2,5-difluoronitrobenzene (18) is treated with sodium methoxide according to general method F to give Compound 19 after chromatography on silica gel. Reactants: C(C)(C)OC1=C(C=C(C=C1)C(=O)N1CCC2(CC1)CN(C(CO2)C2=CC=CC=C2)CC2=CC=C(C=C2)OC)OC ((4-isopropoxy-3-methoxy-phenyl)-[8-[(4-methoxyphenyl)methyl]-9-phenyl-11-oxa-3,8-diazaspiro[5.5]undecan-3-yl]methanone), C(=O)[O-].[NH4+] (ammonium formate). Reagents/catalysts: [OH-].[OH-].[Pd+2] (Pd(OH)2). The solvent is C(C)O (ethanol). Conditions: temperature 65 celsius. Yields the product C(C)(C)OC1=C(C=C(C=C1)C(=O)N1CCC2(CC1)CNC(CO2)C2=CC=CC=C2)OC ((4-isopropoxy-3-methoxy-phenyl)-(9-phenyl-11-oxa-3,8-diazaspiro[5.5]undecan-3-yl)methanone). RXN SMILES: [CH:1]([O:4][C:5]1[CH:10]=[CH:9][C:8]([C:11]([N:13]2[CH2:18][CH2:17][C:16]3([O:23][CH2:22][CH:21]([C:24]4[CH:29]=[CH:28][CH:27]=[CH:26][CH:25]=4)[N:20](CC4C=CC(OC)=CC=4)[CH2:19]3)[CH2:15][CH2:14]2)=[O:12])=[CH:7][C:6]=1[O:39][CH3:40])([CH3:3])[CH3:2].C([O-])=O.[NH4+]>[OH-].[OH-].[Pd+2].C(O)C>[CH:1]([O:4][C:5]1[CH:10]=[CH:9][C:8]([C:11]([N:13]2[CH2:14][CH2:15][C:16]3([O:23][CH2:22][CH:21]([C:24]4[CH:29]=[CH:28][CH:27]=[CH:26][CH:25]=4)[NH:20][CH2:19]3)[CH2:17][CH2:18]2)=[O:12])=[CH:7][C:6]=1[O:39][CH3:40])([CH3:3])[CH3:2] |f:1.2,3.4.5|. Procedure details: To (4-isopropoxy-3-methoxy-phenyl)-[8-[(4-methoxyphenyl)methyl]-9-phenyl-11-oxa-3,8-diazaspiro[5.5]undecan-3-yl]methanone (175 mg, 0.32 mmol), Pd(OH)2 (129 mg, 0.9186 mmol) and ammonium formate (405 mg, 6.43 mmol) was added ethanol. The reaction mixture was then heated at 65° C. for 16 hours. The reaction mixture was filtered, the solvent evaporated and the residue was purified by silica gel column chromatography using 0 to 60% EtOAc in hexanes as eluent to give (4-isopropoxy-3-methoxy-phenyl)-(... Reactants: COc1ccc(Cn2ncc3cc(C=C4SC(SC)=NC4=O)ccc32)c(C(F)(F)F)c1, O=C(O)C1CCN1. Product: COc1ccc(Cn2ncc3cc(C=C4SC(N5CCC5C(=O)O)=NC4=O)ccc32)c(C(F)(F)F)c1. RXN SMILES: [CH3:1][O:2][c:3]1[cH:4][c:5]([C:28]([F:29])([F:30])[F:31])[c:6]([CH2:7][n:8]2[n:9][cH:10][c:11]3[cH:12][c:13]([CH:17]=[C:18]4[C:19](=[O:25])[N:20]=[C:21]([S:23][CH3:24])[S:22]4)[cH:14][cH:15][c:16]23)[cH:26][cH:27]1.[NH:32]1[CH:33]([C:36](=[O:37])[OH:38])[CH2:34][CH2:35]1>>[CH3:1][O:2][c:3]1[cH:4][c:5]([C:28]([F:29])([F:30])[F:31])[c:6]([CH2:7][n:8]2[n:9][cH:10][c:11]3[cH:12][c:13]([CH:17]=[C:18]4[C:19](=[O:25])[N:20]=[C:21]([N:32]5[CH:33]([C:36](=[O:37])[OH:38])[CH2:34][CH2:35]5)[S:22]4)[cH:14][cH:15][c:16]23)[cH:26][cH:27]1.